Task: describe an organic reaction: reactants, conditions, products, and yield. Dataset: the Open Reaction Database (ORD), a public repository of structured organic reaction records The reactants are CC1=CC(OC2=C(C(=CC=C12)O)C)=O (4,8-dimethyl-7-hydroxycoumarin), BrCC=C (3-bromopropene), C([O-])([O-])=O.[K+].[K+] (potassium carbonate). Solvent: CC(=O)C (acetone). Yields the product CC1=CC(OC2=C(C(=CC=C12)OCC=C)C)=O (4,8-Dimethyl-7-allyloxycoumarin). The yield is 60.0%. RXN SMILES: [CH3:1][C:2]1[C:11]2[C:6](=[C:7]([CH3:13])[C:8]([OH:12])=[CH:9][CH:10]=2)[O:5][C:4](=[O:14])[CH:3]=1.Br[CH2:16][CH:17]=[CH2:18].C(=O)([O-])[O-].[K+].[K+]>CC(C)=O>[CH3:1][C:2]1[C:11]2[C:6](=[C:7]([CH3:13])[C:8]([O:12][CH2:18][CH:17]=[CH2:16])=[CH:9][CH:10]=2)[O:5][C:4](=[O:14])[CH:3]=1 |f:2.3.4|. Procedure: A solution of 4,8-dimethyl-7-hydroxycoumarin (4.85 g, 25.5 mmoles) in 200 ml of acetone was reacted with 3-bromopropene (4.62 g, 38.2 mmoles) in the presence of anhydrous potassium carbonate (10 g). The reaction mixture was heated under reflux for 4 hours, cooled and filtered. The collected solid was washed with fresh acetone. The filtrate and washings were combined and the solvent evaporated under reduced pressure. The crude product was recrystallized from methanol to yield the title compound a... Starting materials: FC(CCC(C#N)C#N)(F)F ((3,3,3-trifluoropropyl)malononitrile), C([O-])([O-])=O.[K+].[K+] (potassium carbonate), BrC1=CC=C(C=N1)CBr (6-bromo-3-(bromomethyl)pyridine). Run in CS(=O)C (dimethylsulfoxide). The product is BrC1=CC=C(C=N1)CC(C#N)(C#N)CCC(F)(F)F (2-((6-bromo-3-pyridyl)methyl)-2-(3,3,3-trifluoropropyl)malononitrile). Isolated yield 30.2%. Reaction SMILES: [F:1][C:2]([F:11])([F:10])[CH2:3][CH2:4][CH:5]([C:8]#[N:9])[C:6]#[N:7].C(=O)([O-])[O-].[K+].[K+].[Br:18][C:19]1[N:24]=[CH:23][C:22]([CH2:25]Br)=[CH:21][CH:20]=1>CS(C)=O>[Br:18][C:19]1[N:24]=[CH:23][C:22]([CH2:25][C:5]([CH2:4][CH2:3][C:2]([F:10])([F:11])[F:1])([C:8]#[N:9])[C:6]#[N:7])=[CH:21][CH:20]=1 |f:1.2.3|. Reported procedure: By using (3,3,3-trifluoropropyl)malononitrile (3.6 g), dimethylsulfoxide (20 ml), potassium carbonate (3.0 g) and 6-bromo-3-(bromomethyl)pyridine (5.5 g) according to the similar method described in Production Example 4 was obtained 2.2 g of 2-((6-bromo-3-pyridyl)methyl)-2-(3,3,3-trifluoropropyl)malononitrile represented by the following formula (hereinafter referred to as the present invention compound (10)). Reactants: ClC(=O)OCC (ethyl chloroformate), C(C)N1CCOCC1 (N-ethylmorpholine), C[Si](C)(C)NO (trimethylsilylhydroxylamine), C1(=CC=CC2=CC=CC=C12)S(=O)(=O)N1C2C(CC1C(=O)O)CCC2 (1-(naphthaline-1-sulfonyl)octahydrocyclopenta[b]pyrrole-2-carboxylic acid). Run in CN(C)C=O (DMF). Run at temperature 80 celsius. Product: ONC(=O)C1CC2C(N1S(=O)(=O)C1=CC=CC3=CC=CC=C13)CCC2 (1-(Naphthaline-1-sulfonyl)octahydrocyclopenta[b]pyrrole-2-carboxylic acid hydroxyamide). RXN SMILES: [C:1]1([S:11]([N:14]2[CH:18]([C:19](O)=[O:20])[CH2:17][CH:16]3[CH2:22][CH2:23][CH2:24][CH:15]23)(=[O:13])=[O:12])[C:10]2[C:5](=[CH:6][CH:7]=[CH:8][CH:9]=2)[CH:4]=[CH:3][CH:2]=1.ClC(OCC)=O.C(N1CCOCC1)C.C[Si]([NH:43][OH:44])(C)C>CN(C=O)C>[OH:44][NH:43][C:19]([CH:18]1[N:14]([S:11]([C:1]2[C:10]3[C:5](=[CH:6][CH:7]=[CH:8][CH:9]=3)[CH:4]=[CH:3][CH:2]=2)(=[O:13])=[O:12])[CH:15]2[CH2:24][CH2:23][CH2:22][CH:16]2[CH2:17]1)=[O:20]. Procedure details: 200 mg (0.56 mmol) of 1-(naphthaline-1-sulfonyl)octahydrocyclopenta[b]pyrrole-2-carboxylic acid were dissolved in 10 ml of DMF, after which 0.61 mmol of ethyl chloroformate, 1.23 mmol of N-ethylmorpholine and 1.68 mmol of trimethylsilylhydroxylamine were added. After the mixture had been heated at 80° C. for 6 h, the solvent was removed under reduced pressure and the crude product was purified using chromatographic methods. Starting materials: CN1CCCC2=CC=CC=C12 (1-methyl-1,2,3,4-tetrahydroquinoline), S(=O)(=O)OCl (HSO3Cl), ClCCl (dichloromethane). Product: CN1CCCC2=CC=C(C=C12)S(=O)(=O)Cl (1-methyl-1,2,3,4-tetrahydroquinoline-7-sulfonyl chloride). Yield: 8.0%. Reaction SMILES: [CH3:1][N:2]1[C:11]2[C:6](=[CH:7][CH:8]=[CH:9][CH:10]=2)[CH2:5][CH2:4][CH2:3]1.[SH:12]([O:15]Cl)(=O)=[O:13].[Cl:17]CCl>>[CH3:1][N:2]1[C:11]2[C:6](=[CH:7][CH:8]=[C:9]([S:12]([Cl:17])(=[O:15])=[O:13])[CH:10]=2)[CH2:5][CH2:4][CH2:3]1. Procedure: A solution of 1-methyl-1,2,3,4-tetrahydroquinoline (10 g, 68.03 mmol) in dichloromethane (20 mL) was added dropwise to HSO3Cl (80 g, 689.66 mmol) at 0-5° C., and the resulting solution was maintained at room temperature overnight. The reaction mixture was then quenched by adding 300 mL of iced water. The resulting solution was extracted using ethyl acetate (3×150 mL). The organic layers were combined, concentrated, and the residue was purified by column chromatography using a 1:20 ethyl acetate/... The reactants are O=Cc1cc(Br)ccc1F, COC(=O)C(NC(=O)OC(C)(C)C)P(=O)(OC)OC, CCOC(C)=O, C1CCOC1, O. Product: COC(=O)C(=Cc1cc(Br)ccc1F)NC(=O)OC(C)(C)C. Reaction SMILES: [Br:1][c:2]1[cH:3][cH:4][c:5]([F:10])[c:6]([CH:7]=[O:8])[cH:9]1.[C:11]([CH3:12])([CH3:13])([CH3:14])[O:15][C:16](=[O:17])[NH:18][CH:19]([C:20](=[O:21])[O:22][CH3:23])[P:24]([O:25][CH3:26])([O:27][CH3:28])=[O:29].[CH3:31][CH2:32][O:33][C:34](=[O:35])[CH3:36].[O:37]1[CH2:38][CH2:39][CH2:40][CH2:41]1.[OH2:30]>>[Br:1][c:2]1[cH:3][cH:4][c:5]([F:10])[c:6]([CH:7]=[C:19]([NH:18][C:16]([O:15][C:11]([CH3:12])([CH3:13])[CH3:14])=[O:17])[C:20](=[O:21])[O:22][CH3:23])[cH:9]1. Reactants: C(=O)(N1C=NC=C1)N1C=NC=C1 (Carbonyldiimidazole), C1(=CC=CC=C1)COC(=O)N[C@H](CC(=O)O)C1=CC=CC=C1 ((R)-β-[[(phenylmethoxy)carbonyl]amino]benzenepropanoic acid), C(C)(C)N(CC)C(C)C (Diisopropylethylamine), NC1=NN=C(S1)S (5-amino-1,3,4-thiadiazole-2-thiol). Run in C1CCOC1 (THF). Conditions: time 0.5 hour. The product is C1(=CC=CC=C1)COC(N[C@H](CC(=O)NC=1SC(NN1)=S)C1=CC=CC=C1)=O ((R)-[3-[(4,5-dihydro-5-thioxo-1,3,4-thiadiazol-2-yl)amino]-3-oxo-1-phenylpropyl]carbamic acid phenylmethyl ester). Yield: 14.5%. Reaction SMILES: C(N1C=CN=C1)(N1C=CN=C1)=O.[C:13]1([CH2:19][O:20][C:21]([NH:23][C@@H:24]([C:29]2[CH:34]=[CH:33][CH:32]=[CH:31][CH:30]=2)[CH2:25][C:26](O)=[O:27])=[O:22])[CH:18]=[CH:17][CH:16]=[CH:15][CH:14]=1.C(N(C(C)C)CC)(C)C.[NH2:44][C:45]1[S:49][C:48]([SH:50])=[N:47][N:46]=1>C1COCC1>[C:13]1([CH2:19][O:20][C:21](=[O:22])[NH:23][C@@H:24]([C:29]2[CH:34]=[CH:33][CH:32]=[CH:31][CH:30]=2)[CH2:25][C:26]([NH:44][C:45]2[S:49][C:48](=[S:50])[NH:47][N:46]=2)=[O:27])[CH:18]=[CH:17][CH:16]=[CH:15][CH:14]=1. Reported procedure: Carbonyldiimidazole (0.879 g, 5.42 mmol) is added to a solution of (R)-β-[[(phenylmethoxy)carbonyl]amino]benzenepropanoic acid (1.08 g, 3.62 mmol) in 25 mL THF under N2 at room temperature and allowed to stir for 0.5 hours. Diisopropylethylamine (0.63 mL, 3.6 mmol) and 5-amino-1,3,4-thiadiazole-2-thiol (0.482 g, 3.62 mmol) are added and the reaction is stirred at ambient temperature for 18 hours. The reaction is concentrated in vacuo, diluted with 50 mL CH2Cl2, and washed with (3×25 mL) 1 M citr... Reactants: C1(=CC=C(C=C1)S(=O)(=O)OC1CCCC1)C (p-toluenesulfonic acid, cyclopentyl ester), ice water, CN1CC(CC2C1CC3=CNC4=CC=CC2=C34)C(=O)O (9,10-dihydrolysergic acid), [OH-].[K+] (potassium hydroxide), C1(=CC=C(C=C1)S(=O)(=O)OC1CCCC1)C (p-toluenesulfonic acid, cyclopentyl ester). Solvent: CS(=O)C (DMSO). Run at time 15 minute. The product is C1(CCCC1)N1C=C2C[C@H]3N(CC(C[C@@H]3C=3C=CC=C1C32)C(=O)O)C (1-cyclopentyl-6-methylergoline-8-carboxylic acid). Isolated yield 87.6%. As a reaction SMILES: [CH3:1][N:2]1[CH:7]2[CH2:8][C:9]3[C:17]4[C:12](=[CH:13][CH:14]=[CH:15][C:16]=4[CH:6]2[CH2:5][CH:4]([C:18]([OH:20])=[O:19])[CH2:3]1)[NH:11][CH:10]=3.[OH-].[K+].C1(C)C=CC(S(O[CH:33]2[CH2:37][CH2:36][CH2:35][CH2:34]2)(=O)=O)=CC=1>CS(C)=O>[CH:33]1([N:11]2[C:12]3[C:17]4[C:9]([CH2:8][C@@H:7]5[C@@H:6]([C:16]=4[CH:15]=[CH:14][CH:13]=3)[CH2:5][CH:4]([C:18]([OH:20])=[O:19])[CH2:3][N:2]5[CH3:1])=[CH:10]2)[CH2:37][CH2:36][CH2:35][CH2:34]1 |f:1.2|. Reported procedure: To a 500 ml, three-neck round bottom flask was added 10.0 g (33.9 mmol) of 92% pure 9,10-dihydrolysergic acid, 11.72 g (180.0 mmol) of 86% pure powdered potassium hydroxide and 150 ml of DMSO. The mixture was stirred for 15 minutes and 10.22 g (42.6 mmol) of p-toluenesulfonic acid, cyclopentyl ester was added. The mixture was stirred at room temperature for about 20 hours and an additional 3.11 g (13.0 mmol) of p-toluenesulfonic acid, cyclopentyl ester was added. The mixture was stirred for an a... The reactants are NC1=C(C(=O)C2=CC=CC=C2)C=CC=C1 (2-aminobenzophenone), C(C)(C)SC(NC(=O)OCC1=CC=CC=C1)C(=O)O (α-(Isopropylthio)-N-(benzyloxycarbonyl)glycine), C(C(C)C)OC(=O)Cl (isobutylchloroformate), CN1CCOCC1 (N-methylmorpholine). Run in C(Cl)Cl (methylene chloride), C(Cl)Cl (methylene chloride). Reaction conditions: temperature 0 celsius, time 15 minute. Product: C(C)(C)SC(NC(=O)OCC1=CC=CC=C1)C(=O)NC1=C(C(=O)C2=CC=CC=C2)C=CC=C1 (2-[N-(α-(Isopropylthio)-N-(benzyloxycarbonyl)-glycinyl)amino]benzophenone). RXN SMILES: [CH:1]([S:4][CH:5]([C:17]([OH:19])=O)[NH:6][C:7]([O:9][CH2:10][C:11]1[CH:16]=[CH:15][CH:14]=[CH:13][CH:12]=1)=[O:8])([CH3:3])[CH3:2].CN1CCOCC1.C(OC(Cl)=O)C(C)C.[NH2:35][C:36]1[CH:49]=[CH:48][CH:47]=[CH:46][C:37]=1[C:38]([C:40]1[CH:45]=[CH:44][CH:43]=[CH:42][CH:41]=1)=[O:39]>C(Cl)Cl>[CH:1]([S:4][CH:5]([C:17]([NH:35][C:36]1[CH:49]=[CH:48][CH:47]=[CH:46][C:37]=1[C:38]([C:40]1[CH:45]=[CH:44][CH:43]=[CH:42][CH:41]=1)=[O:39])=[O:19])[NH:6][C:7]([O:9][CH2:10][C:11]1[CH:12]=[CH:13][CH:14]=[CH:15][CH:16]=1)=[O:8])([CH3:2])[CH3:3]. Reported procedure: α-(isopropylthio)-N-(benyloxycarbonyl)glycine 22B was dissolved in methylene chloride (200 mL) under nitrogen atmosphere at 0° C. in a three necked flask carrying an additional funnel. To the stirred solution was added N-methylmorpholine (2.11 mL, 19.3 mmol) followed by isobutylchloroformate (2.48 mL, 19.2 mmol). This was stirred for 15 minutes at 0° C. and then heated to reflux. To the refluxing reaction mixture was added a solution of 2-aminobenzophenone 23 (3.59 g, 18.19 mmol) in dry methylen... Reactants: O=C([O-])c1ccc(N2CCc3c([nH]c4ccccc34)C2)nc1, NO, [Na+], C1COCCO1, [OH-]. The product is O=C(NO)c1ccc(N2CCc3c([nH]c4ccccc34)C2)nc1. RXN SMILES: [CH2:1]1[N:2]([c:14]2[n:15][cH:16][c:17]([C:18](=[O:19])[O-:20])[cH:21][cH:22]2)[CH2:3][CH2:4][c:5]2[c:6]3[cH:7][cH:8][cH:9][cH:10][c:11]3[nH:12][c:13]21.[NH2:23][OH:24].[Na+:26].[O:27]1[CH2:28][CH2:29][O:30][CH2:31][CH2:32]1.[OH-:25]>>[CH2:1]1[N:2]([c:14]2[n:15][cH:16][c:17]([C:18](=[O:20])[NH:23][OH:24])[cH:21][cH:22]2)[CH2:3][CH2:4][c:5]2[c:6]3[cH:7][cH:8][cH:9][cH:10][c:11]3[nH:12][c:13]21.